From a dataset of the Open Reaction Database (ORD), a public repository of structured organic reaction records. describe an organic reaction: reactants, conditions, products, and yield Yields the product Cc1oc(-c2ccccc2)nc1C(=O)COc1ccc(CCC=C2OC(=O)NC2=O)cc1. Reactants: C1CCNCC1, CC(=O)O, Cc1oc(-c2ccccc2)nc1C(=O)COc1ccc(CCC2OCCO2)cc1, O=C1COC(=O)N1. As a reaction SMILES: [CH2:37]1[CH2:38][CH2:39][NH:40][CH2:41][CH2:42]1.[CH3:43][C:44](=[O:45])[OH:46].[O:1]1[CH:2]([CH2:6][CH2:7][c:8]2[cH:9][cH:10][c:11]([O:12][CH2:13][C:14](=[O:15])[c:16]3[n:17][c:18](-[c:22]4[cH:23][cH:24][cH:25][cH:26][cH:27]4)[o:19][c:20]3[CH3:21])[cH:28][cH:29]2)[O:5][CH2:4][CH2:3]1.[O:30]1[C:31](=[O:36])[NH:32][C:33](=[O:35])[CH2:34]1>>[CH:2]([CH2:6][CH2:7][c:8]1[cH:9][cH:10][c:11]([O:12][CH2:13][C:14](=[O:15])[c:16]2[n:17][c:18](-[c:22]3[cH:23][cH:24][cH:25][cH:26][cH:27]3)[o:19][c:20]2[CH3:21])[cH:28][cH:29]1)=[C:34]1[O:30][C:31](=[O:36])[NH:32][C:33]1=[O:35]. Starting materials: [BH4-], [Na+], C1CCOC1, O, COc1cc(C=O)ccc1OCc1nc(-c2ccco2)oc1C. Product: COc1cc(CO)ccc1OCc1nc(-c2ccco2)oc1C. RXN SMILES: [BH4-:1].[Na+:2].[O:27]1[CH2:28][CH2:29][CH2:30][CH2:31]1.[OH2:26].[o:3]1[c:4](-[c:8]2[o:9][c:10]([CH3:25])[c:11]([CH2:13][O:14][c:15]3[c:16]([O:23][CH3:24])[cH:17][c:18]([CH:19]=[O:20])[cH:21][cH:22]3)[n:12]2)[cH:5][cH:6][cH:7]1>>[o:3]1[c:4](-[c:8]2[o:9][c:10]([CH3:25])[c:11]([CH2:13][O:14][c:15]3[c:16]([O:23][CH3:24])[cH:17][c:18]([CH2:19][OH:20])[cH:21][cH:22]3)[n:12]2)[cH:5][cH:6][cH:7]1. Reactants: S(=O)([O-])[O-].[Na+].[Na+] (sodium sulfite), [Cl-].[Na+] (sodium chloride), [OH-].[Na+] (sodium hydroxide), NC1=C(C(=O)OC)C=CC(=C1)Br (methyl 2-amino-4-bromobenzoate), S(O)(O)(=O)=O (sulfuric acid), S(O)(O)(=O)=O (sulfuric acid), N(=O)[O-].[Na+] (sodium nitrite), [I-].[K+] (potassium iodide). Solvent: O (water). Reaction conditions: temperature 5 celsius, time 40 minute. The product is BrC1=CC(=C(C(=O)OC)C=C1)I (methyl 4-bromo-2-iodobenzoate). Yield: 82.7%. RXN SMILES: N[C:2]1[CH:11]=[C:10]([Br:12])[CH:9]=[CH:8][C:3]=1[C:4]([O:6][CH3:7])=[O:5].S(=O)(=O)(O)O.N([O-])=O.[Na+].[I-:22].[K+].[OH-].[Na+].S([O-])([O-])=O.[Na+].[Na+].[Cl-].[Na+]>O>[Br:12][C:10]1[CH:9]=[CH:8][C:3]([C:4]([O:6][CH3:7])=[O:5])=[C:2]([I:22])[CH:11]=1 |f:2.3,4.5,6.7,8.9.10,11.12|. Reported procedure: To methyl 2-amino-4-bromobenzoate (5.75 g) was added cooled 20% sulfuric acid (75 mL), sodium nitrite (2.07 g) was added by small portions under ice-cooling, and the mixture was stirred at the same temperature for 40 min. To this reaction mixture was added dropwise a solution of potassium iodide (8.3 g) in water (25 mL) under cooling to 5° C., 20% sulfuric acid (30 mL) was added, and the mixture was stirred at 5° C. for 2 hr. This reaction mixture was neutralized with 4N aqueous sodium hydroxide... The reactants are OP(=O)(O)[O-].[Na+] (sodium phosphate monobasic), Cl(=O)[O-].[Na+] (sodium chlorite), Cl(=O)[O-].[Na+] (sodium chlorite), C1(=CC=CC=C1)C=1C=NN2C1N=CC(=C2)C2=CC=C(C=O)C=C2 (4-(3-phenylpyrazolo[1,5-a]pyrimidin-6-yl)benzaldehyde), OP(=O)(O)[O-].[Na+] (sodium phosphate monobasic), CC(=C)CC (2-methyl butene). Solvent: CC(C)(C)O (t-BuOH), C1CCOC1 (THF). Reaction conditions: time 1 hour. Product: C1(=CC=CC=C1)C=1C=NN2C1N=CC(=C2)C2=CC=C(C(=O)O)C=C2 (4-(3-phenylpyrazolo[1,5-a]pyrimidin-6-yl)benzoic acid). RXN SMILES: [C:1]1([C:7]2[CH:8]=[N:9][N:10]3[CH:15]=[C:14]([C:16]4[CH:23]=[CH:22][C:19]([CH:20]=[O:21])=[CH:18][CH:17]=4)[CH:13]=[N:12][C:11]=23)[CH:6]=[CH:5][CH:4]=[CH:3][CH:2]=1.CC(CC)=C.[OH:29]P([O-])(O)=O.[Na+].Cl([O-])=O.[Na+]>CC(O)(C)C.C1COCC1>[C:1]1([C:7]2[CH:8]=[N:9][N:10]3[CH:15]=[C:14]([C:16]4[CH:17]=[CH:18][C:19]([C:20]([OH:29])=[O:21])=[CH:22][CH:23]=4)[CH:13]=[N:12][C:11]=23)[CH:6]=[CH:5][CH:4]=[CH:3][CH:2]=1 |f:2.3,4.5|. Procedure: A solution of 4-(3-phenylpyrazolo[1,5-a]pyrimidin-6-yl)benzaldehyde (1-5, 250 mg, 0.835 mmol, 1 equiv) in a 4:1 mixture of THF and t-BuOH (20 mL) was treated with 2-methyl butene (5 mL), an aqueous solution of sodium phosphate monobasic (0.14 M, 230 mg, 1.67 mmol, 2 equiv) and sodium chlorite (194 mg, 2.15 mmol, 2.57 equiv). After 1 hour at 23° C., additional solid sodium phosphate monobasic (230 mg, 1.67 mmol, 2 equiv) and sodium chlorite (194 mg, 2.15 mmol, 2.57 equiv) were added. The reaction... The reactants are O (Water), C1(=CC=CC=C1)C (toluene), C(C1=CC=CC=C1)N[C@H](C1=CC=CC=C1)C.C(C)(=O)NC1=CC=C(C=C1)CC[C@](CC(=O)O)(C(C)C)O ((S)-3-[2-(4-Acetylaminophenyl)ethyl]-3-hydroxy-4-methylpentanoic Acid (S)-N-Benzyl-α-methylbenzylamine Salt), [OH-].[K+] (potassium hydroxide). Solvent: CCCCCCC (Heptane). Conditions: time 40 minute. Yields the product C(C)(=O)NC1=CC=C(C=C1)CC[C@](CC(=O)O)(C(C)C)O ((S)-3-[2-(4-Acetylaminophenyl)ethyl]-3-hydroxy-4-methylpentanoic Acid). The yield is 90.0%. Reaction SMILES: O.C1(C)C=CC=CC=1.C(N[C@@H](C)C1C=CC=CC=1)C1C=CC=CC=1.[C:25]([NH:28][C:29]1[CH:34]=[CH:33][C:32]([CH2:35][CH2:36][C@@:37]([OH:45])([CH:42]([CH3:44])[CH3:43])[CH2:38][C:39]([OH:41])=[O:40])=[CH:31][CH:30]=1)(=[O:27])[CH3:26].[OH-].[K+]>CCCCCCC>[C:25]([NH:28][C:29]1[CH:30]=[CH:31][C:32]([CH2:35][CH2:36][C@@:37]([OH:45])([CH:42]([CH3:43])[CH3:44])[CH2:38][C:39]([OH:41])=[O:40])=[CH:33][CH:34]=1)(=[O:27])[CH3:26] |f:2.3,4.5|. Procedure: Water (60 g) and toluene (75 g) were added to (S)-3-[2-(4-acetylaminophenyl)ethyl]-3-hydroxy-4-methylpentanoic acid (S)-N-benzyl-α-methylbenzylamine salt (22a, 15 g, 30 mmol) and the pH of the resulting mixture was adjusted to 14 using 45% potassium hydroxide (5.6 mL). The mixture was stirred at ambient temperature for about 40 minutes. Agitation was stopped and the layers separated. The aqueous phase was extracted with toluene (2×20 g). Isopropyl acetate (130 g) and ethyl acetate (13 g) were ad...